From a dataset of the Open Reaction Database (ORD), a public repository of structured organic reaction records. describe an organic reaction: reactants, conditions, products, and yield Yields the product CCCC(CN1CC(O)C1)N(C(=O)c1ccc(Cl)cc1)C(C)C. Reaction SMILES: [B-:11]([F:12])([F:13])([F:14])[F:15].[CH2:33]([N:34]([CH:35]([CH3:36])[CH3:37])[CH:38]([CH3:39])[CH3:40])[CH3:41].[CH:42]([CH3:43])([CH3:44])[NH:45][CH:46]([CH2:47][N:48]1[CH2:49][CH:50]([OH:52])[CH2:51]1)[CH2:53][CH2:54][CH3:55].[Cl:56][CH2:57][Cl:58].[OH:1][C:2](=[O:3])[c:4]1[cH:5][cH:6][c:7]([Cl:8])[cH:9][cH:10]1.[n:16]1([O:17][C:18]([N:19]([CH3:20])[CH3:21])=[N+:22]([CH3:23])[CH3:24])[c:25]2[cH:26][cH:27][cH:28][cH:29][c:30]2[n:31][n:32]1>>[C:2](=[O:3])([c:4]1[cH:5][cH:6][c:7]([Cl:8])[cH:9][cH:10]1)[N:45]([CH:42]([CH3:43])[CH3:44])[CH:46]([CH2:47][N:48]1[CH2:49][CH:50]([OH:52])[CH2:51]1)[CH2:53][CH2:54][CH3:55]. Reactants: F[B-](F)(F)F, CCN(C(C)C)C(C)C, CCCC(CN1CC(O)C1)NC(C)C, ClCCl, O=C(O)c1ccc(Cl)cc1, CN(C)C(On1nnc2ccccc21)=[N+](C)C. The reactants are SCCO (2-mercaptoethanol), C(C)(=O)[O-].[Na+] (sodium acetate), ClC1=C(C=C(C=C1)S(=O)(=O)N)[N+](=O)[O-] (4-chloro-3-nitrobenzenesulfonamide), Cl (hydrochloric acid). Solvent: O (water). Yields the product OCCSC1=C(C=C(C=C1)S(=O)(=O)N)[N+](=O)[O-] (4-(2-Hydroxyethylthio)-3-nitrobenzenesulfonamide). Isolated yield 75.8%. Reaction SMILES: [SH:1][CH2:2][CH2:3][OH:4].C([O-])(=O)C.[Na+].Cl[C:11]1[CH:16]=[CH:15][C:14]([S:17]([NH2:20])(=[O:19])=[O:18])=[CH:13][C:12]=1[N+:21]([O-:23])=[O:22].Cl>O>[OH:4][CH2:3][CH2:2][S:1][C:11]1[CH:16]=[CH:15][C:14]([S:17]([NH2:20])(=[O:19])=[O:18])=[CH:13][C:12]=1[N+:21]([O-:23])=[O:22] |f:1.2|. Procedure details: A mixture of 2-mercaptoethanol (1.66 g, 0.02 mol), anhydrous sodium acetate (2 g) and 4-chloro-3-nitrobenzenesulfonamide (2.37 g, 0.01 mol) was heated on the steam bath for about 5 hours. The reaction mixture was diluted with water, acidified with 6N hydrochloric acid and cooled. Filtration and drying gave 2.11 g of a yellow solid that was recrystallized from ethyl acetate, m.p. 150°-152° C. Reactants: BrCCCc1ccccc1, CCCC[N+](CCCC)(CCCC)CCCC, [Cl-], NNc1ccc(Cl)cc1, Cl, [Na+], [OH-], O. Yields the product NN(CCCc1ccccc1)c1ccc(Cl)cc1. As a reaction SMILES: [Br:11][CH2:12][CH2:13][CH2:14][c:15]1[cH:16][cH:17][cH:18][cH:19][cH:20]1.[CH2:22]([N+:23]([CH2:24][CH2:25][CH2:26][CH3:27])([CH2:28][CH2:29][CH2:30][CH3:31])[CH2:32][CH2:33][CH2:34][CH3:35])[CH2:36][CH2:37][CH3:38].[Cl-:21].[Cl:2][c:3]1[cH:4][cH:5][c:6]([NH:9][NH2:10])[cH:7][cH:8]1.[ClH:1].[Na+:40].[OH-:39].[OH2:41]>>[Cl:2][c:3]1[cH:4][cH:5][c:6]([N:9]([NH2:10])[CH2:12][CH2:13][CH2:14][c:15]2[cH:16][cH:17][cH:18][cH:19][cH:20]2)[cH:7][cH:8]1.